Task: describe an organic reaction: reactants, conditions, products, and yield. Dataset: the Open Reaction Database (ORD), a public repository of structured organic reaction records The solvent is C1CCOC1 (THF). Reaction SMILES: [OH:1][C:2]1[CH:11]=[C:10]2[C:5]([CH2:6][CH2:7][CH:8]([C:12]([O:14][CH2:15][CH3:16])=[O:13])[O:9]2)=[CH:4][CH:3]=1.[Cl:17]N1C(=O)CCC1=O>C1COCC1>[Cl:17][C:3]1[CH:4]=[C:5]2[C:10](=[CH:11][C:2]=1[OH:1])[O:9][CH:8]([C:12]([O:14][CH2:15][CH3:16])=[O:13])[CH2:7][CH2:6]2. The yield is 52.0%. Run at time 40 hour. Starting materials: OC1=CC=C2CCC(OC2=C1)C(=O)OCC (ethyl 7-hydroxychroman-2-carboxylate), ClN1C(CCC1=O)=O (N-chlorosuccinimide). Procedure details: A solution of ethyl 7-hydroxychroman-2-carboxylate (5.0 g, 22.5 mmol) in THF is treated with N-chlorosuccinimide (NCS) (3.6 g, 27 mmol), stirred for 40 hr and concentrated in vacuo. The resultant residue is purified chromatographically (silica gel/20% EtOAc in hexanes as eluent) to give the title product, 3.0 g (52% yield), identified by NMR and mass spectral analyses. Yields the product ClC=1C=C2CCC(OC2=CC1O)C(=O)OCC (Ethyl 6-Chloro-7-hydroxychroman-2-carboxylate). Starting materials: ClCCN (chloroethylamine), CC1=C(C=CC(=C1)[N+](=O)[O-])N=C=S (2-methyl-4-nitrophenyl isothiocyanate). The product is CC1=C(C=CC(=C1)[N+](=O)[O-])N=C1SCCN1C1C=CCCC1 (2-(2-methyl -4-nitrophenylimino)-3-(cyclohex-2-en-1-yl)-1,3-thiazolidine). As a reaction SMILES: Cl[CH2:2][CH2:3][NH2:4].[CH3:5][C:6]1[CH:11]=[C:10]([N+:12]([O-:14])=[O:13])[CH:9]=[CH:8][C:7]=1[N:15]=[C:16]=[S:17]>>[CH3:5][C:6]1[CH:11]=[C:10]([N+:12]([O-:14])=[O:13])[CH:9]=[CH:8][C:7]=1[N:15]=[C:16]1[N:4]([CH:11]2[CH2:10][CH2:9][CH2:8][CH:7]=[CH:6]2)[CH2:3][CH2:2][S:17]1. Procedure details: Cyclohex-2-en-1-one was reduced according to Method B2b, Step 1 to afford cyclohex-2-en-1-ol. The alcohol was converted to the 3-bromo-1-cyclohexene according to Method B2b, Step 2. The halide was converted to N-(cyclohex-2-en-1-yl)-N-(2-hydroxyethyl)amine according to Method B2b, Step 3. The alcohol was reacted with SOCl2 according to Method B7a to afford N-(cyclohex-2-en-1-yl)-N-(2-chloroethyl)ammmonium chloride. The chloroethylamine was reacted with 2-methyl-4-nitrophenyl isothiocyanate accor...